From a dataset of the Open Reaction Database (ORD), a public repository of structured organic reaction records. describe an organic reaction: reactants, conditions, products, and yield The reactants are COC(=O)C1(CC1)C=1C=NC=CC1 (1-Pyridin-3-yl-cyclopropanecarboxylic acid methyl ester), [H-].[H-].[H-].[H-].[Li+].[Al+3] (LiAlH4). The solvent is C1CCOC1 (THF). Run at time 2 hour. Yields the product N1=CC(=CC=C1)C1(CC1)CO ((1-Pyridin-3-yl-cyclopropyl)-methanol). As a reaction SMILES: C[O:2][C:3]([C:5]1([C:8]2[CH:9]=[N:10][CH:11]=[CH:12][CH:13]=2)[CH2:7][CH2:6]1)=O.[H-].[H-].[H-].[H-].[Li+].[Al+3]>C1COCC1>[N:10]1[CH:11]=[CH:12][CH:13]=[C:8]([C:5]2([CH2:3][OH:2])[CH2:6][CH2:7]2)[CH:9]=1 |f:1.2.3.4.5.6|. Procedure: To a cooled (−78° C.) solution of 7-2 (76 g, 398 mmol) in 500 mL THF was added LiAlH4 (1.0M, 250 mL, 250 mmol) gradually. The reaction mixture was stirred for 2 hr and quenched sequentially with 9.5 mL H2O, 9.5 mL 15% NaOH, and 28.5 mL H2O. The mixture was stirred overnight. Celite (50 g) was added and the mixture stirred for 20 min and filtered through a silica gel plug and concentrated to afford the desired product 7-3 as an oil which was used in the next step without further purification. Starting materials: O=C([O-])[O-], CCS(=O)(=O)Cl, CC#N, [K+], [K+], c1ccc(Oc2ccc(NCc3cccnc3)cc2)cc1. RXN SMILES: [C:22](=[O:23])([O-:24])[O-:25].[CH2:28]([CH3:29])[S:30](=[O:31])(=[O:32])[Cl:33].[CH3:34][C:35]#[N:36].[K+:26].[K+:27].[O:1]([c:2]1[cH:3][cH:4][cH:5][cH:6][cH:7]1)[c:8]1[cH:9][cH:10][c:11]([NH:14][CH2:15][c:16]2[cH:17][n:18][cH:19][cH:20][cH:21]2)[cH:12][cH:13]1>>[O:1]([c:2]1[cH:3][cH:4][cH:5][cH:6][cH:7]1)[c:8]1[cH:9][cH:10][c:11]([N:14]([CH2:15][c:16]2[cH:17][n:18][cH:19][cH:20][cH:21]2)[S:30]([CH2:28][CH3:29])(=[O:31])=[O:32])[cH:12][cH:13]1. Yields the product CCS(=O)(=O)N(Cc1cccnc1)c1ccc(Oc2ccccc2)cc1. Reactants: Cl.Cl.Cl.C(C)N(CCOC=1C=CC2=CC3=CC=C(C=C3N=C2C1)OCCN(CC)CC)CC (3,6-bis(2-diethylaminoethoxy)acridine trihydrochloride), C=O (paraformaldehyde), CCOCC (ether). Solvent: S(O)(O)(=O)=O (sulfuric acid). Run at time 45 minute. Product: C(C)N(CCOC=1C=CC2=CC=3C=CC(=C(C3N=C2C1CO)CO)OCCN(CC)CC)CC (3,6-Bis[2-(diethylamino)ethoxy]-4,5-acridinedimethanol). As a reaction SMILES: Cl.Cl.Cl.[CH2:4]([N:6]([CH2:32][CH3:33])[CH2:7][CH2:8][O:9][C:10]1[CH:11]=[CH:12][C:13]2[C:22]([CH:23]=1)=[N:21][C:20]1[C:15](=[CH:16][CH:17]=[C:18]([O:24][CH2:25][CH2:26][N:27]([CH2:30][CH3:31])[CH2:28][CH3:29])[CH:19]=1)[CH:14]=2)[CH3:5].[CH2:34]=[O:35].CC[O:38][CH2:39]C>S(=O)(=O)(O)O>[CH2:28]([N:27]([CH2:30][CH3:31])[CH2:26][CH2:25][O:24][C:18]1[CH:17]=[CH:16][C:15]2[C:20]([C:19]=1[CH2:34][OH:35])=[N:21][C:22]1[C:23]([CH2:39][OH:38])=[C:10]([O:9][CH2:8][CH2:7][N:6]([CH2:4][CH3:5])[CH2:32][CH3:33])[CH:11]=[CH:12][C:13]=1[CH:14]=2)[CH3:29] |f:0.1.2.3|. Procedure details: To a solution of 23.43 g of 3,6-bis(2-diethylaminoethoxy)acridine trihydrochloride (U.S. Pat. No. 3,740,403) in 85 ml of concentrated sulfuric acid was added 2.94 g of paraformaldehyde. The mixture was stirred 45 minutes, then added to 1.5 liters of ether. The resulting solid was collected, dissolved in water, sodium bicarbonate was added and the mixture extracted with six 75 ml portions of chloroform. These extracts were placed on an alumina column which was then eluted with ether and then meth...